Dataset: the Open Reaction Database (ORD), a public repository of structured organic reaction records. Task: describe an organic reaction: reactants, conditions, products, and yield Reactants: CN1C(NC2=C1C(=NC=C2)[N+](=O)[O-])=O (3-methyl-4-nitro-1,3-dihydroimidazo[4,5-c]pyridin-2-one). Reagents/catalysts: [Ni] (Raney nickel). The solvent is CO (methanol). Reaction conditions: time 1 hour. Yields the product NC1=NC=CC2=C1N(C(N2)=O)C (4-Amino-3-methyl-1,3-dihydroimidazo[4,5-c]pyridin-2-one). RXN SMILES: [CH3:1][N:2]1[C:6]2[C:7]([N+:11]([O-])=O)=[N:8][CH:9]=[CH:10][C:5]=2[NH:4][C:3]1=[O:14]>CO.[Ni]>[NH2:11][C:7]1[C:6]2[N:2]([CH3:1])[C:3](=[O:14])[NH:4][C:5]=2[CH:10]=[CH:9][N:8]=1. Procedure details: To a nitrogen inerted slurry of 2.24 g (11.5 mmol) of 3-methyl-4-nitro-1,3-dihydroimidazo[4,5-c]pyridin-2-one in 25 mL of methanol was added 0.5 mL of Raney nickel (50% slurry in water). The reaction slurry was purged with hydrogen and then stirred under balloon pressure hydrogen for 1 h. To the reaction slurry was added 20 mL of methanol and the reaction slurry was purged with hydrogen and then stirred under balloon pressure hydrogen for 2 h.